This data is from the Open Reaction Database (ORD), a public repository of structured organic reaction records. The task is: describe an organic reaction: reactants, conditions, products, and yield RXN SMILES: C[O-:2].[Na+].[CH3:4][C:5]1[O:6][CH:7]=[CH:8][C:9]=1[SH:10].Cl.[N:12]1[CH:17]=[CH:16][CH:15]=[CH:14][C:13]=1[CH2:18]Cl.O>CO.CCCCCC>[CH3:4][C:5]1[O:6][CH:7]=[CH:8][C:9]=1[S:10][CH:18]([C:13]1[CH:14]=[CH:15][CH:16]=[CH:17][N:12]=1)[OH:2] |f:0.1,3.4|. Conditions: temperature 25 celsius, time 30 minute. Solvent: CO (methanol), CO (methanol), CCCCCC (n-hexane), CO (methanol). The product is CC=1OC=CC1SC(O)C1=NC=CC=C1 ((2-Methyl-3-Furyl)(2-Pyridylmethyol)Sulfide). Starting materials: CC=1OC=CC1S (2-methyl-3-furan thiol), Cl.N1=C(C=CC=C1)CCl (picolyl chloride hydrochloride), 3, O (water), C[O-].[Na+] (sodium methoxide). Reported procedure: Into a 25 ml 3 neck round bottom flask equipped with magnetic stirrer, pot thermometer, Y tube, nitrogen inlet tube, reflux condenser and heating mantle is placed a solution of 0.54 g (0.01 moles) of sodium methoxide dissolved in 3 ml absolute methanol. The reaction mass is maintained at 25°-30° C and a solution of 0.57 g (0.005 moles) of 2-methyl-3-furan thiol in 3 ml absolute methanol is added to the reaction mass. While maintaining the reaction mass at 25° C, picolyl chloride hydrochloride (0...